From a dataset of the Open Reaction Database (ORD), a public repository of structured organic reaction records. describe an organic reaction: reactants, conditions, products, and yield Reactants: ClC=1C=C(C=CC1N1S(CCCC1)(=O)=O)C (3-chloro-4-(1,1-dioxo-[1,2]thiazinan-2-yl)-toluene), S(=S)(=O)([O-])[O-].[Na+].[Na+] (sodium thiosulphate), [Mn](=O)(=O)(=O)[O-].[K+] (potassium permanganate), [OH-].[Na+] (sodium hydroxide). The solvent is O (water). Product: ClC=1C=C(C(=O)O)C=CC1N1S(CCCC1)(=O)=O (3-chloro-4-(1,1-dioxo-[1,2]thiazinan-2-yl)-benzoic acid). Reaction SMILES: [Cl:1][C:2]1[CH:3]=[C:4]([CH3:16])[CH:5]=[CH:6][C:7]=1[N:8]1[CH2:13][CH2:12][CH2:11][CH2:10][S:9]1(=[O:15])=[O:14].[Mn]([O-])(=O)(=O)=[O:18].[K+].[OH-:23].[Na+].S([O-])([O-])(=O)=S.[Na+].[Na+]>O>[Cl:1][C:2]1[CH:3]=[C:4]([CH:5]=[CH:6][C:7]=1[N:8]1[CH2:13][CH2:12][CH2:11][CH2:10][S:9]1(=[O:15])=[O:14])[C:16]([OH:18])=[O:23] |f:1.2,3.4,5.6.7|. Procedure: 250 mg (0.96 mmol) 3-chloro-4-(1,1-dioxo-[1,2]thiazinan-2-yl)-toluene are suspended in 10 ml of water and combined with 456 mg (2.89 mmol) potassium permanganate and 39 mg (0.98 mmol) sodium hydroxide. The reaction mixture is refluxed for 4 hours. After cooling to ambient temperature sodium thiosulphate is added to decolorise the mixture which is then extracted with ethyl acetate. The combined organic phases are dried over sodium sulphate and evaporated down i. vac. The residue is purified by ch... Starting materials: ClC1=CC=C(C(=O)N(C2=CC=CC=C2)[C@@H]2CN(C[C@H]2O)CC)C=C1 (trans-4-chloro-N-(1-ethyl-4-hyroxy-3-pyrrolidinyl)-N-phenylbenzamide), C(\C=C\C(=O)[O-])(=O)[O-] (fumarate), oil. Reagents/catalysts: [Pd] (palladium-on-charcoal). Solvent: C(C)O (ethanol). Yields the product C(\C=C\C(=O)O)(=O)O.C(C)N1C[C@H]([C@@H](C1)O)N(C(C1=CC=CC=C1)=O)C1=CC=CC=C1 (Trans-N-(1-ethyl-4-hyroxy-3-pyrrolidinyl)-N-phenylbenzamide (E)-2-butenedioate). As a reaction SMILES: Cl[C:2]1[CH:24]=[CH:23][C:5]([C:6]([N:8]([C@H:15]2[C@H:19]([OH:20])[CH2:18][N:17]([CH2:21][CH3:22])[CH2:16]2)[C:9]2[CH:14]=[CH:13][CH:12]=[CH:11][CH:10]=2)=[O:7])=[CH:4][CH:3]=1.[C:25]([O-:32])(=[O:31])/[CH:26]=[CH:27]/[C:28]([O-:30])=[O:29]>C(O)C.[Pd]>[C:25]([OH:32])(=[O:31])/[CH:26]=[CH:27]/[C:28]([OH:30])=[O:29].[CH2:21]([N:17]1[CH2:18][C@@H:19]([OH:20])[C@H:15]([N:8]([C:9]2[CH:14]=[CH:13][CH:12]=[CH:11][CH:10]=2)[C:6](=[O:7])[C:5]2[CH:23]=[CH:24][CH:2]=[CH:3][CH:4]=2)[CH2:16]1)[CH3:22] |f:4.5|. Reported procedure: A solution of 6.4 g (0.0186 mole) of trans-4-chloro-N-(1-ethyl-4-hyroxy-3-pyrrolidinyl)-N-phenylbenzamide base in 75 ml of ethanol was hydrogenated over 10% palladium-on-charcoal at 60° overnight. The mixture was filtered through Celite and the filtrate was concentrated. The residue was partitioned between 10% sodium hydroxide and methylene chloride. The methylene chloride layer was dried over anhydrous sodium sulfate and concentrated to give 5.6 g. (97%) of oil as residue. The oil was converted... The reactants are OC1=C(C2=C(C(/C(/O2)=C/C2=CNC3=CC=C(C=C23)C)=O)C=C1)CN1CCN(CC1)C(=O)OC(C)(C)C (tert-butyl (Z)-4-({6-hydroxy-2-[(5-methyl-1H-indol-3-yl)methylene]-3-oxo-2,3-dihydrobenzofuran-7-yl}methyl)piperazine-1-carboxylate), solution, Cl (hydrogen chloride). The solvent is C(Cl)Cl (methylene chloride), O1CCOCC1 (1,4-dioxane). Run at time 2 hour. The product is Cl.Cl.OC1=C(C2=C(C(/C(/O2)=C/C2=CNC3=CC=C(C=C23)C)=O)C=C1)CN1CCNCC1 ((Z)-6-hydroxy-2-[(5-methyl-1H-indol-3-yl)methylene]-7-(piperazin-1-ylmethyl)benzofuran-3(2H)-one dihydrochloride). The yield is 64.0%. Reaction SMILES: [OH:1][C:2]1[CH:22]=[CH:21][C:5]2[C:6](=[O:20])/[C:7](=[CH:9]/[C:10]3[C:18]4[C:13](=[CH:14][CH:15]=[C:16]([CH3:19])[CH:17]=4)[NH:12][CH:11]=3)/[O:8][C:4]=2[C:3]=1[CH2:23][N:24]1[CH2:29][CH2:28][N:27](C(OC(C)(C)C)=O)[CH2:26][CH2:25]1.[ClH:37]>C(Cl)Cl.O1CCOCC1>[ClH:37].[ClH:37].[OH:1][C:2]1[CH:22]=[CH:21][C:5]2[C:6](=[O:20])/[C:7](=[CH:9]/[C:10]3[C:18]4[C:13](=[CH:14][CH:15]=[C:16]([CH3:19])[CH:17]=4)[NH:12][CH:11]=3)/[O:8][C:4]=2[C:3]=1[CH2:23][N:24]1[CH2:29][CH2:28][NH:27][CH2:26][CH2:25]1 |f:4.5.6|. Procedure details: A solution of tert-butyl (Z)-4-({6-hydroxy-2-[(5-methyl-1H-indol-3-yl)methylene]-3-oxo-2,3-dihydrobenzofuran-7-yl}methyl)piperazine-1-carboxylate (0.030 g, 0.061 mmol) in methylene chloride (2.0 mL) was added with a 4 M solution of hydrogen chloride in 1,4-dioxane (2.0 mL), and then the mixture was stirred at room temperature for 2 hours. The mixture was azeotroped twice with toluene under reduced pressure, and then the residual solid was suspended in a mixed solvent of methylene chloride and di... Procedure: A solution of sodium hydroxide (0.52 g.) in ethanol (50 ml.) was added dropwise to a stirred solution of 6-hydroxy-2,4-bis(trichloromethyl)benzo[1,3]dioxin (5 g.) in ethanol (100 ml.) and the resulting solution was stirred for 15 minutes. Methyl iodide (1.7 ml.) was then added, the reaction mixture was warmed on a steam bath for 1 hour, and evaporated to dryness under reduced pressure, and the oily residue was triturated with diethyl ether and filtered to remove sodium iodide. The filtrate was c... RXN SMILES: [OH-].[Na+].[OH:3][C:4]1[CH:5]=[CH:6][C:7]2[O:12][CH:11]([C:13]([Cl:16])([Cl:15])[Cl:14])[O:10][CH:9]([C:17]([Cl:20])([Cl:19])[Cl:18])[C:8]=2[CH:21]=1.[CH3:22]I>C(O)C>[CH3:22][O:3][C:4]1[CH:5]=[CH:6][C:7]2[O:12][CH:11]([C:13]([Cl:14])([Cl:15])[Cl:16])[O:10][CH:9]([C:17]([Cl:20])([Cl:19])[Cl:18])[C:8]=2[CH:21]=1 |f:0.1|. Reactants: CI (Methyl iodide), [OH-].[Na+] (sodium hydroxide), OC=1C=CC2=C(C(OC(O2)C(Cl)(Cl)Cl)C(Cl)(Cl)Cl)C1 (6-hydroxy-2,4-bis(trichloromethyl)benzo[1,3]dioxin). Run at time 15 minute. Yields the product COC=1C=CC2=C(C(OC(O2)C(Cl)(Cl)Cl)C(Cl)(Cl)Cl)C1 (6-methoxy-2,4-bis(trichloromethyl)benzo[1,3]dioxin). The solvent is C(C)O (ethanol), C(C)O (ethanol). Reactants: C(C)(C)(C)OC(=O)N1N=C(C2=CC(=CC=C12)OCC1=CC=CC=C1)C=1N(C2=CC(=CC=C2C1)OCCN(CC)CC)C(=O)OC(C)(C)C (5-benzyloxy-3-[1-tert-butoxycarbonyl-6-(2-diethylaminoethoxy)-1H-indol-2-yl]-indazole-1-carboxylic acid tert-butyl ester), FC(C(=O)O)(F)F (trifluoroacetic acid). Solvent: ClCCl (dichloromethane). The product is C(C1=CC=CC=C1)OC=1C=C2C(=NNC2=CC1)C=1NC2=CC(=CC=C2C1)OCCN(CC)CC ({2-[2-(5-benzyloxy-1H-indazol-3-yl)-1H-indol-6-yloxy]ethyl}diethylamine), {2-[2-(5-benzyloxy-1H-indazol-3-yl)-1-indol-6-yloxy]ethyl}diethylamine. RXN SMILES: C(OC([N:8]1[C:16]2[C:11](=[CH:12][C:13]([O:17][CH2:18][C:19]3[CH:24]=[CH:23][CH:22]=[CH:21][CH:20]=3)=[CH:14][CH:15]=2)[C:10]([C:25]2[N:26](C(OC(C)(C)C)=O)[C:27]3[C:32]([CH:33]=2)=[CH:31][CH:30]=[C:29]([O:34][CH2:35][CH2:36][N:37]([CH2:40][CH3:41])[CH2:38][CH3:39])[CH:28]=3)=[N:9]1)=O)(C)(C)C.FC(F)(F)C(O)=O>ClCCl>[CH2:18]([O:17][C:13]1[CH:12]=[C:11]2[C:16](=[CH:15][CH:14]=1)[NH:8][N:9]=[C:10]2[C:25]1[NH:26][C:27]2[C:32]([CH:33]=1)=[CH:31][CH:30]=[C:29]([O:34][CH2:35][CH2:36][N:37]([CH2:40][CH3:41])[CH2:38][CH3:39])[CH:28]=2)[C:19]1[CH:24]=[CH:23][CH:22]=[CH:21][CH:20]=1. Procedure details: The compound {2-[2-(5-benzyloxy-1H-indazol-3-yl)-1H-indol-6-yloxy]ethyl}diethylamine is prepared in the following way: 390 mg of 5-benzyloxy-3-[1-tert-butoxycarbonyl-6-(2-diethylaminoethoxy)-1H-indol-2-yl]-indazole-1-carboxylic acid tert-butyl ester in solution in 5 ml of dichloromethane and 2 ml of trifluoroacetic acid are stirred at ambient temperature for 20 hours. The solvent is evaporated off under vacuum in a rotary evaporator to obtain 480 mg of {2-[2-(5-benzyloxy-1H-indazol-3-yl)-1-indol... The reactants are [Al+3], CN(C)C(=O)c1ccc(CN)cc1, [H-], [H-], [H-], [H-], [Li+], C1CCOC1. RXN SMILES: [Al+3:2].[CH3:7][N:8]([C:9](=[O:10])[c:11]1[cH:12][cH:13][c:14]([CH2:15][NH2:16])[cH:17][cH:18]1)[CH3:19].[H-:1].[H-:4].[H-:5].[H-:6].[Li+:3].[O:20]1[CH2:21][CH2:22][CH2:23][CH2:24]1>>[CH3:7][N:8]([CH2:9][c:11]1[cH:12][cH:13][c:14]([CH2:15][NH2:16])[cH:17][cH:18]1)[CH3:19]. Yields the product CN(C)Cc1ccc(CN)cc1. The reactants are C(Cl)Cl.C(C)(=O)OCC (methylene chloride ethyl acetate), resultant mixture, N(=O)[O-].[Na+] (sodium nitrite), NC1=CC(=C(NC(C)=O)C=C1NC1=C(C=CC=C1)OC)F (4'-amino-2'-fluoro-5'-(o-methoxyanilino)acetanilide), C(C)(=O)O (acetic acid). Solvent: O (water), O1CCCC1 (tetrahydrofuran). Run at time 2 hour. The product is FC1=CC2=C(N(N=N2)C2=C(C=CC=C2)OC)C=C1NC(C)=O (N-[5-fluoro-1-(o-methoxyphenyl)-1H -benzotriazol-6-yl]acetamide). Reaction SMILES: [NH2:1][C:2]1[C:11]([NH:12][C:13]2[CH:18]=[CH:17][CH:16]=[CH:15][C:14]=2[O:19][CH3:20])=[CH:10][C:5]([NH:6][C:7](=[O:9])[CH3:8])=[C:4]([F:21])[CH:3]=1.C(O)(=O)C.[N:26]([O-])=O.[Na+].C(Cl)Cl.C(OCC)(=O)C>O1CCCC1.O>[F:21][C:4]1[C:5]([NH:6][C:7](=[O:9])[CH3:8])=[CH:10][C:11]2[N:12]([C:13]3[CH:18]=[CH:17][CH:16]=[CH:15][C:14]=3[O:19][CH3:20])[N:26]=[N:1][C:2]=2[CH:3]=1 |f:2.3,4.5|. Procedure: A solution of 4'-amino-2'-fluoro-5'-(o-methoxyanilino)acetanilide (11.0 g, 0.038 mol) in tetrahydrofuran is added dropwise to a 50% acetic acid solution at 0° C. To the resultant mixture, a solution of sodium nitrite (5.51 g, 0.080 mol) in water is added dropwise. After the addition is complete, the reaction mixture is stirred at room temperature for 2 hours and filtered to obtain a solid. The filtrate is extracted with ethyl acetate and the organic extracts are combined, washed sequentially wit... Starting materials: [BH4-].[Na+] (Sodium borohydride), COC=1C=C(C2=C(N=C(O2)C2=CC=C(C=C2)OC)C1)C=O (5-methoxy-2-(4-methoxyphenyl)-1,3-benzoxazole-7-carbaldehyde). Solvent: CO (MeOH). Reaction conditions: time 30 minute. Product: COC=1C=C(C2=C(N=C(O2)C2=CC=C(C=C2)OC)C1)CO (5-Methoxy-7-(hydroxymethyl)-2-(4-methoxyphenyl)-1,3-benzoxazole). Isolated yield 83.6%. As a reaction SMILES: [BH4-].[Na+].[CH3:3][O:4][C:5]1[CH:6]=[C:7]([CH:22]=[O:23])[C:8]2[O:12][C:11]([C:13]3[CH:18]=[CH:17][C:16]([O:19][CH3:20])=[CH:15][CH:14]=3)=[N:10][C:9]=2[CH:21]=1>CO>[CH3:3][O:4][C:5]1[CH:6]=[C:7]([CH2:22][OH:23])[C:8]2[O:12][C:11]([C:13]3[CH:14]=[CH:15][C:16]([O:19][CH3:20])=[CH:17][CH:18]=3)=[N:10][C:9]=2[CH:21]=1 |f:0.1|. Procedure details: Sodium borohydride (66.8 mg, 1.76 mmol) was added into a solution of 5-methoxy-2-(4-methoxyphenyl)-1,3-benzoxazole-7-carbaldehyde (250 mg, 0.88 mmol) in anhydrous MeOH (8 mL) at 0° C. The reaction mixture was stirred for 30 min and then evaporated in vacuum. The residue was dissolved in diethyl ether and washed with water and brine, dried over MgSO4 and filtered. Evaporation and flash chromatography (50% EtOAc/petroleum ether) gave (210 mg, 83%) of the product, which was used directly in the nex... The reactants are C1COCCO1, C=Cc1cnc(-c2ccc(C)nc2)c(Cl)c1, O=[Se]=O. Yields the product C=Cc1cnc(-c2ccc(C=O)nc2)c(Cl)c1. RXN SMILES: [CH2:20]1[O:21][CH2:22][CH2:23][O:24][CH2:25]1.[Cl:1][c:2]1[c:3](-[c:10]2[cH:11][n:12][c:13]([CH3:16])[cH:14][cH:15]2)[n:4][cH:5][c:6]([CH:8]=[CH2:9])[cH:7]1.[Se:17](=[O:18])=[O:19]>>[Cl:1][c:2]1[c:3](-[c:10]2[cH:11][n:12][c:13]([CH:16]=[O:18])[cH:14][cH:15]2)[n:4][cH:5][c:6]([CH:8]=[CH2:9])[cH:7]1.